Dataset: the Open Reaction Database (ORD), a public repository of structured organic reaction records. Task: describe an organic reaction: reactants, conditions, products, and yield Reactants: ICC=1N=C(OC1C1=CC=CC=C1)C1=CC=C(C=C1)C (4-iodomethyl-5-phenyl-2-p-tolyloxazole), C/C(=N\O)/C(=O)C (diacetylmonoxime), FC1=CC=C(C=O)C=C1 (4-fluorobenzaldehyde). The product is FC1=CC=C(C=C1)C=1OC(=C(N1)CI)C (2-(4-fluorophenyl)-4-iodomethyl-5-methyloxazole). RXN SMILES: [I:1][CH2:2][C:3]1[N:4]=[C:5]([C:14]2[CH:19]=[CH:18][C:17](C)=[CH:16][CH:15]=2)[O:6][C:7]=1[C:8]1C=CC=CC=1.C/C(/C(C)=O)=N\O.[F:28]C1C=CC(C=O)=CC=1>>[F:28][C:17]1[CH:18]=[CH:19][C:14]([C:5]2[O:6][C:7]([CH3:8])=[C:3]([CH2:2][I:1])[N:4]=2)=[CH:15][CH:16]=1. Procedure: Analogously to the building block synthesis of 4-iodomethyl-5-phenyl-2-p-tolyloxazole, diacetylmonoxime and 4-fluorobenzaldehyde gave 2-(4-fluorophenyl)-4-iodomethyl-5-methyloxazole. The reactants are OC(C#CC=1C=C(C=NC1)OC[C@H]1N(CCC1)C)(C)C (5-(3-hydroxy-3-methyl-1-butynyl)-3-(1-methyl-2(S) -pyrrolidinylmethoxy)pyridine), [H-].[Na+] (NaH). Reaction SMILES: OC(C)(C)[C:3]#[C:4][C:5]1[CH:6]=[C:7]([O:11][CH2:12][C@@H:13]2[CH2:17][CH2:16][CH2:15][N:14]2[CH3:18])[CH:8]=[N:9][CH:10]=1.[H-].[Na+]>C1(C)C=CC=CC=1>[C:4]([C:5]1[CH:6]=[C:7]([O:11][CH2:12][C@@H:13]2[CH2:17][CH2:16][CH2:15][N:14]2[CH3:18])[CH:8]=[N:9][CH:10]=1)#[CH:3] |f:1.2|. Procedure: To a stirred solution of 5-(3-hydroxy-3-methyl-1-butynyl)-3-(1-methyl-2(S) -pyrrolidinylmethoxy)pyridine (70 mg, 0.25 mmol) in toluene (3 mL) was added NaH (60% in mineral oil, 2 mg, 0.05 mmol). The reaction mixture was refluxed for 1 h, and then some toluene was distilled. After cooled, the mixture was treated with ice-cold water, and extracted with EtOAc (15 mL×3). The combined organic layers were washed with brine, dried over anhydrous Na2SO4, filtered and concentrated. The residue was purifi... Yields the product C(#C)C=1C=C(C=NC1)OC[C@H]1N(CCC1)C (5-(1-Ethynyl)-3-(1-methyl-2(S)-pyrrolidinylmethoxy)pyridine). The yield is 101.7%. The solvent is C1(=CC=CC=C1)C (toluene).